This data is from the Open Reaction Database (ORD), a public repository of structured organic reaction records. The task is: describe an organic reaction: reactants, conditions, products, and yield Reactants: C(C)N(C(C1=CC(=C(C=C1)NC)[N+](=O)[O-])=O)CC (N,N-diethyl-4-(methylamino)-3-nitrobenzamide). Reagents/catalysts: [Pd] (Pd/C). Solvent: CCOC(=O)C (EtOAc). The product is NC=1C=C(C(=O)N(CC)CC)C=CC1NC (3-amino-N,N-diethyl-4-(methylamino)benzamide). Isolated yield 108.4%. RXN SMILES: [CH2:1]([N:3]([CH2:17][CH3:18])[C:4](=[O:16])[C:5]1[CH:10]=[CH:9][C:8]([NH:11][CH3:12])=[C:7]([N+:13]([O-])=O)[CH:6]=1)[CH3:2]>CCOC(C)=O.[Pd]>[NH2:13][C:7]1[CH:6]=[C:5]([CH:10]=[CH:9][C:8]=1[NH:11][CH3:12])[C:4]([N:3]([CH2:17][CH3:18])[CH2:1][CH3:2])=[O:16]. Procedure details: Following general procedure 2C: A mixture of N,N-diethyl-4-(methylamino)-3-nitrobenzamide (0.130 g, 0.517 mmol) and 10% Pd/C in EtOAc (10 mL) was hydrogenated at 40 psi. Usual work-up provided the title compound (0.124 g) which was used without further purification. MS (ESI) (M+H)+=222.